This data is from the Open Reaction Database (ORD), a public repository of structured organic reaction records. The task is: describe an organic reaction: reactants, conditions, products, and yield The reactants are C(C1=CC=CC=C1)OC=1C=C(C(=O)OC)C(=CN1)CCC(=O)OC (methyl 2-(benzyloxy)-5-(3-methoxy-3-oxopropyl)isonicotinate), C[Si](C)(C)[N-][Si](C)(C)C.[Na+] (sodium bis(trimethylsilyl)amide). Run in C1CCOC1 (THF). Run at time 30 minute. The product is C(C1=CC=CC=C1)OC1=CC2=C(C=N1)CC(C2=O)C(=O)OC (Methyl 3-(benzyloxy)-5-oxo-6,7-dihydro-5H-cyclopenta[c]pyridine-6-carboxylate). Reaction SMILES: [CH2:1]([O:8][C:9]1[CH:10]=[C:11]([C:16]([CH2:19][CH2:20][C:21]([O:23][CH3:24])=[O:22])=[CH:17][N:18]=1)[C:12]([O:14]C)=O)[C:2]1[CH:7]=[CH:6][CH:5]=[CH:4][CH:3]=1.C[Si]([N-][Si](C)(C)C)(C)C.[Na+]>C1COCC1>[CH2:1]([O:8][C:9]1[N:18]=[CH:17][C:16]2[CH2:19][CH:20]([C:21]([O:23][CH3:24])=[O:22])[C:12](=[O:14])[C:11]=2[CH:10]=1)[C:2]1[CH:3]=[CH:4][CH:5]=[CH:6][CH:7]=1 |f:1.2|. Procedure: To 75 mL dry THF was added methyl 2-(benzyloxy)-5-(3-methoxy-3-oxopropyl)isonicotinate (2.50 g, 7.59 mmol). The temperature of the solution was lowered to −78° C. To this solution was added 1N sodium bis(trimethylsilyl)amide (15.2 mL, 15.2 mmol) (commercially available from Sigma-Aldrich, St. Louis, Mo., USA) dropwise over 30 minutes. After completion, the reaction was stirred for an hour and then quenched by addition of 25 mL saturated NH4Cl. The organic layer was extracted with EtOAc and washe... The reactants are FC1=CC=C(C(=O)C(CCCl)Br)C=C1 (1-p-fluorobenzoyl-1-bromo-3-chloropropane), [S-]C#N.[K+] (potassium thiocyanate), C(C)O (ethanol). The solvent is O (water). Reaction conditions: time 4 hour. Product: FC1=CC=C(C=C1)C=1NC(SC1CCCl)=O (4-p-fluorophenyl-5-β-chloroethyl-4-thiazolin-2-one). As a reaction SMILES: [F:1][C:2]1[CH:14]=[CH:13][C:5]([C:6]([CH:8](Br)[CH2:9][CH2:10][Cl:11])=O)=[CH:4][CH:3]=1.[S-:15][C:16]#[N:17].[K+].C([OH:21])C>O>[F:1][C:2]1[CH:14]=[CH:13][C:5]([C:6]2[NH:17][C:16](=[O:21])[S:15][C:8]=2[CH2:9][CH2:10][Cl:11])=[CH:4][CH:3]=1 |f:1.2|. Procedure details: The 4-p-fluorophenyl-5-β-chloroethyl-4-thiazolin-2-one is prepared in the following manner: A mixture of 30 g of 1-p-fluorobenzoyl-1-bromo-3-chloropropane (prepared in accordance with our Italian Patent Application No. 23444 A/72 filed 22.4.1972), 11.5 g of potassium thiocyanate, 120 cc of ethanol and 6 cc of water is boiled under reflux for 4 hours. The precipitated solid is filtered while hot and 1-p-fluorobenzoyl-1-thiocyano-3-chloropropane precipitates from the filtrate on cooling. 22.1 g of... Starting materials: COc1cc2c(c(OC(C)=O)c1OC)=NC(=O)C(=O)N=2, Cl, [Na+], [OH-], O. The product is COc1cc2c(c(O)c1OC)=NC(=O)C(=O)N=2. RXN SMILES: [C:1](=[O:2])([CH3:3])[O:4][c:5]1[c:6]2[c:11]([cH:12][c:13]([O:17][CH3:18])[c:14]1[O:15][CH3:16])=[N:10][C:9](=[O:19])[C:8](=[O:20])[N:7]=2.[ClH:23].[Na+:22].[OH-:21].[OH2:24]>>[OH:4][c:5]1[c:6]2[c:11]([cH:12][c:13]([O:17][CH3:18])[c:14]1[O:15][CH3:16])=[N:10][C:9](=[O:19])[C:8](=[O:20])[N:7]=2. The reactants are COC(CBr)=O (Methylbromoacetate), OC1=CC=C(C=O)C=C1 (4-Hydroxybenzaldehyde), C([O-])([O-])=O.[K+].[K+] (potassium carbonate), C1(=CC=C(C=C1)S(=O)(=O)O)C (p-toluenesulfonic acid), II (iodine). Run in O (water), C1(=CC=CC=C1)C (toluene), O (water). Product: C(=O)(OC)COC1=CC=C(C=O)C=C1 (4-((carbomethoxy)methoxy)benzaldehyde). RXN SMILES: [OH:1][C:2]1[CH:9]=[CH:8][C:5]([CH:6]=[O:7])=[CH:4][CH:3]=1.C(=O)([O-])[O-].[K+].[K+].C1(C)C=CC(S(O)(=O)=O)=CC=1.II.[CH3:29][O:30][C:31](=[O:34])[CH2:32]Br>O.C1(C)C=CC=CC=1>[C:31]([CH2:32][O:1][C:2]1[CH:9]=[CH:8][C:5]([CH:6]=[O:7])=[CH:4][CH:3]=1)([O:30][CH3:29])=[O:34] |f:1.2.3|. Procedure details: 4-Hydroxybenzaldehyde (250 g, 2.05 M), potassium carbonate (565 g, 4.09 M), toluene (2.5 L), p-toluenesulfonic acid (39 g, 0.21 M) and iodine (2 g, catalytic) were taken in a 5 L 4-neck round bottom flask with mechanical stirrer and a Dean-Stark condenser. Methylbromoacetate (314 g, 2.05 M) was added and the reaction was refluxed for 6-8 hours, under azeotropic removal of water, while monitoring the reaction on TLC. After the completion of the reaction, water was added and the organic layer sepa...